This data is from the Open Reaction Database (ORD), a public repository of structured organic reaction records. The task is: describe an organic reaction: reactants, conditions, products, and yield Reactants: CS(=O)(=O)C1=C(C=C(C=C1)CC(C)=O)C(F)(F)F (1-(4-Methanesulfonyl-3-trifluoromethyl-phenyl)-propan-2-one), ClC1=CN=CC(=N1)NC(=S)N (6-chloro-pyrazin-2-yl-thiourea). Yields the product ClC1=CN=CC(=N1)NC=1SC(=C(N1)C)C1=CC(=C(C=C1)S(=O)(=O)C)C(F)(F)F ((6-Chloro-pyrazin-2-yl)-[5-(4-methanesulfonyl-3-trifluoromethyl-phenyl)-4-methyl-thiazol-2-yl]-amine). As a reaction SMILES: [CH3:1][S:2]([C:5]1[CH:10]=[CH:9][C:8]([CH2:11][C:12](=O)[CH3:13])=[CH:7][C:6]=1[C:15]([F:18])([F:17])[F:16])(=[O:4])=[O:3].[Cl:19][C:20]1[N:25]=[C:24]([NH:26][C:27]([NH2:29])=[S:28])[CH:23]=[N:22][CH:21]=1>>[Cl:19][C:20]1[N:25]=[C:24]([NH:26][C:27]2[S:28][C:11]([C:8]3[CH:9]=[CH:10][C:5]([S:2]([CH3:1])(=[O:4])=[O:3])=[C:6]([C:15]([F:18])([F:17])[F:16])[CH:7]=3)=[C:12]([CH3:13])[N:29]=2)[CH:23]=[N:22][CH:21]=1. Procedure details: The titled compound is prepared from 1-(4-methanesulfonyl-3-trifluoromethyl-phenyl) propan-2-one (59c) and 6-chloro-pyrazin-2-yl-thiourea. Reported procedure: The following are charged to a round-bottomed flask with a magnetic stirrer: 5 g of N-Boc-piperidone, 2.45 g of pyridin-2-ylhydrazine, 100 ml of methanol and 95 ml of a solution of methanol saturated with HCl. The mixture is left to react under a nitrogen stream for 2 h at reflux temperature. The solvent is evaporated off under vacuum, the resulting product is dissolved with dichloromethane and washing is carried out with a saturated aqueous solution of NaHCO3. The organic phase is dried over Na... Product: C(C)(C)(C)OC(=O)N1CCC(CC1)=NNC1=NC=CC=C1 (4-(Pyridin-2-ylhydrazono)piperidine-1-carboxylic acid tert-butyl ester). The reactants are C(=O)(OC(C)(C)C)N1C(CCCC1)=O (N-Boc-piperidone), Cl (HCl), N1=C(C=CC=C1)NN (pyridin-2-ylhydrazine), solution. The yield is 61.4%. Reaction SMILES: [C:1]([N:8]1[CH2:13][CH2:12][CH2:11][CH2:10][C:9]1=O)([O:3][C:4]([CH3:7])([CH3:6])[CH3:5])=[O:2].[N:15]1[CH:20]=[CH:19][CH:18]=[CH:17][C:16]=1[NH:21][NH2:22].Cl>CO>[C:4]([O:3][C:1]([N:8]1[CH2:13][CH2:12][C:11](=[N:22][NH:21][C:16]2[CH:17]=[CH:18][CH:19]=[CH:20][N:15]=2)[CH2:10][CH2:9]1)=[O:2])([CH3:7])([CH3:6])[CH3:5]. Run in CO (methanol), CO (methanol). Starting materials: CC1=C(N=CN1)CSCCN (2-[(5-methyl-4-imidazolyl)methylthio]ethylamine), CS(=O)C(=C[N+](=O)[O-])SC (1-methylsulphinyl-1-methylthio-2-nitroethylene). Solvent: CO (methanol), CO (methanol). Yields the product [N+](=O)([O-])C=C(NCCSCC=1N=CNC1C)SC (1-Nitro-2-methylthio-2-[2-((5-methyl-4-imidazolyl)methylthio)ethylamino]ethylene). The yield is 49.6%. RXN SMILES: [CH3:1][C:2]1[NH:6][CH:5]=[N:4][C:3]=1[CH2:7][S:8][CH2:9][CH2:10][NH2:11].[CH3:12][S:13]([C:15](SC)=[CH:16][N+:17]([O-:19])=[O:18])=O>CO>[N+:17]([CH:16]=[C:15]([S:13][CH3:12])[NH:11][CH2:10][CH2:9][S:8][CH2:7][C:3]1[N:4]=[CH:5][NH:6][C:2]=1[CH3:1])([O-:19])=[O:18]. Procedure details: A solution of 2-[(5-methyl-4-imidazolyl)methylthio]ethylamine (8.56 g) in methanol (115 ml) was added dropwise over 13 minutes to a stirred solution of 1-methylsulphinyl-1-methylthio-2-nitroethylene (9.06 g) in methanol (150 ml) at 40°. Evaporation of the reaction mixture and recrystallisation of the resultant solid from isopropanol yielded the title product (7.15 g), m.p. 147°-150°. The reactants are C(C)[Mg]Br (Ethyl magnesium bromide), solution, CN(P(=O)(N(C)C)N(C)C)C (hexamethylphosphoramide), C=O (paraformaldehyde), CSC1=CC=C(C=C1)O (4-(methylthio)phenol), Cl (HCl). The solvent is C(C)OCC (diethyl ether), C1(=CC=CC=C1)C (toluene), C(C)OCC (diethyl ether). Run at temperature 90 celsius, time 0.5 hour. The product is CSC1=CC=C(C(C=O)=C1)O (5-(methylthio)salicylaldehyde). Isolated yield 31.4%. Reaction SMILES: C([Mg]Br)C.[CH3:5][S:6][C:7]1[CH:12]=[CH:11][C:10]([OH:13])=[CH:9][CH:8]=1.CN(C)P(N(C)C)(N(C)C)=O.[CH2:25]=[O:26].Cl>C(OCC)C.C1(C)C=CC=CC=1>[CH3:5][S:6][C:7]1[CH:12]=[C:11]([CH:25]=[O:26])[C:10]([OH:13])=[CH:9][CH:8]=1. Procedure: Ethyl magnesium bromide (38 mL of a 3.0 M solution in diethyl ether, 113.8 mmole) was chilled with an ice-water bath. To the chilled solution was added a solution of 4-(methylthio)phenol (15.95 g, 113.8 mmole) in diethyl ether (30 mL) over 0.15 hour during which time gas was evolved. The reaction was held at 0° C. for 0.5 hour, at room temperature for 0.5 hour, and the addition funnel replaced with a distillation head. Toluene (250 mL) and the diethyl ether were distilled out of the reactor. The... Reactants: C1(=C(C(=O)C(=C(C1=O)Cl)Cl)Cl)Cl (chloranil), N1CCC2=CC=CC=C12 (indoline), C1(=CC(=CC(=C1)C)C)C (mesitylene), [H][H] (hydrogen), N1C=CC2=CC=CC=C12 (indole), [H][H] (hydrogen), ( C ), COC=1C=C2CCNC2=CC1 (5-methoxy-indoline), 121360n, N1CCC2=CC=CC=C12 (indoline). Reagents/catalysts: [Pd] (palladium), [Ni] (Raney nickel), [Pd] (palladium), [Pt] (platinum). Product: COC=1C=C2C=CNC2=CC1 (5-methoxy-indole). The yield is 90.0%. RXN SMILES: C1(Cl)C(=O)C(Cl)=C(Cl)C(=O)C=1Cl.N1C2C(=CC=CC=2)CC1.[H][H].N1C2C(=CC=CC=2)C=C1.[CH3:33][O:34][C:35]1[CH:36]=[C:37]2[C:41](=[CH:42][CH:43]=1)[NH:40][CH2:39][CH2:38]2.C1(C)C=C(C)C=C(C)C=1>[Ni].[Pd].[Pt]>[CH3:33][O:34][C:35]1[CH:36]=[C:37]2[C:41](=[CH:42][CH:43]=1)[NH:40][CH:39]=[CH:38]2. Reported procedure: Ikan et al. [Israel J. of Chemistry, Vol. 2 (1964), p. 37-42] and Terent'ev et al. [Proc. Acad. Sci. USSR, Vol. 118 (2) (1958), p. 49-52] describe the dehydration of 5-chloro-indoline with chloranil to obtain 5-chloro-indole but due to the expense of chloranil, the process is not commercially feasible. French Pat. No. 1,576,807, DOS No. 1,770,977, Chem. Abs., Vol. 72 (1970), p. 121360n and Bader et al. [J.A.C.S., Vol. 83 (1961), p. 3319] tried to avoid this difficulty with partial success by hea... As a reaction SMILES: [CH3:1][C:2]([CH3:3])([O:4][C:5]([CH2:6][O:7][CH2:8][CH:9]([CH2:10][c:11]1[cH:12][cH:13][cH:14][cH:15][cH:16]1)[NH:17][C:18](=[O:19])[CH:20]1[N:21]([C:25](=[O:26])[O:27][CH2:28][c:29]2[cH:30][cH:31][cH:32][cH:33][cH:34]2)[CH2:22][CH2:23][CH2:24]1)=[O:35])[CH3:36].[OH:37][C:38]([C:39]([F:40])([F:41])[F:42])=[O:43]>>[O:4]=[C:5]([CH2:6][O:7][CH2:8][CH:9]([CH2:10][c:11]1[cH:12][cH:13][cH:14][cH:15][cH:16]1)[NH:17][C:18](=[O:19])[CH:20]1[N:21]([C:25](=[O:26])[O:27][CH2:28][c:29]2[cH:30][cH:31][cH:32][cH:33][cH:34]2)[CH2:22][CH2:23][CH2:24]1)[OH:35]. Yields the product O=C(O)COCC(Cc1ccccc1)NC(=O)C1CCCN1C(=O)OCc1ccccc1. Reactants: CC(C)(C)OC(=O)COCC(Cc1ccccc1)NC(=O)C1CCCN1C(=O)OCc1ccccc1, O=C(O)C(F)(F)F. Reactants: O=C(O)C1CCC1, Nc1nc2ccc(OS(=O)(=O)c3ccc(F)cc3)cc2s1. The product is O=C(Nc1nc2ccc(OS(=O)(=O)c3ccc(F)cc3)cc2s1)C1CCC1. Reaction SMILES: [CH:22]1([C:26](=[O:27])[OH:28])[CH2:23][CH2:24][CH2:25]1.[NH2:1][c:2]1[s:3][c:4]2[c:5]([n:6]1)[cH:7][cH:8][c:9]([O:11][S:12](=[O:13])(=[O:14])[c:15]1[cH:16][cH:17][c:18]([F:21])[cH:19][cH:20]1)[cH:10]2>>[NH:1]([c:2]1[s:3][c:4]2[c:5]([n:6]1)[cH:7][cH:8][c:9]([O:11][S:12](=[O:13])(=[O:14])[c:15]1[cH:16][cH:17][c:18]([F:21])[cH:19][cH:20]1)[cH:10]2)[C:26]([CH:22]1[CH2:23][CH2:24][CH2:25]1)=[O:27]. Starting materials: CC(C)(C)c1ccc(OCC2CO2)cc1, CS(C)=O, O=C1C(=O)c2ccc(N3CCOCC3)cc2C2=C1SCC1(CCNCC1)O2. Product: CC(C)(C)c1ccc(OCC(O)CN2CCC3(CC2)CSC2=C(O3)c3cc(N4CCOCC4)ccc3C(=O)C2=O)cc1. RXN SMILES: [C:28]([CH3:29])([CH3:30])([CH3:31])[c:32]1[cH:33][cH:34][c:35]([O:36][CH2:37][CH:38]2[O:39][CH2:40]2)[cH:41][cH:42]1.[CH3:43][S:44]([CH3:45])=[O:46].[O:1]1[CH2:2][CH2:3][N:4]([c:7]2[cH:8][cH:9][c:10]3[c:24]([cH:25]2)[C:14]2=[C:13]([C:12](=[O:26])[C:11]3=[O:27])[S:18][CH2:17][C:16]3([O:15]2)[CH2:19][CH2:20][NH:21][CH2:22][CH2:23]3)[CH2:5][CH2:6]1>>[O:1]1[CH2:2][CH2:3][N:4]([c:7]2[cH:8][cH:9][c:10]3[c:24]([cH:25]2)[C:14]2=[C:13]([C:12](=[O:26])[C:11]3=[O:27])[S:18][CH2:17][C:16]3([O:15]2)[CH2:19][CH2:20][N:21]([CH2:40][CH:38]([CH2:37][O:36][c:35]2[cH:34][cH:33][c:32]([C:28]([CH3:29])([CH3:30])[CH3:31])[cH:42][cH:41]2)[OH:39])[CH2:22][CH2:23]3)[CH2:5][CH2:6]1. Starting materials: NCC=1C=C2C(=NN(C2=CC1)C(=O)OC(C)(C)C)C1=CC(=CC=C1)F (tert-butyl 5-(aminomethyl)-3-(3-fluorophenyl)-1H-1-indazolecarboxylate), FC(C(=O)O)(F)F (trifluoroacetic acid). The solvent is C(Cl)Cl (methylene chloride). Run at time 6.5 hour. Product: FC=1C=C(C=CC1)C1=NNC2=CC=C(C=C12)CN ([3-(3-Fluorophenyl)-1H-5-indazolyl]methanamine). Isolated yield 88.7%. RXN SMILES: [NH2:1][CH2:2][C:3]1[CH:4]=[C:5]2[C:9](=[CH:10][CH:11]=1)[N:8](C(OC(C)(C)C)=O)[N:7]=[C:6]2[C:19]1[CH:24]=[CH:23][CH:22]=[C:21]([F:25])[CH:20]=1.FC(F)(F)C(O)=O>C(Cl)Cl>[F:25][C:21]1[CH:20]=[C:19]([C:6]2[C:5]3[C:9](=[CH:10][CH:11]=[C:3]([CH2:2][NH2:1])[CH:4]=3)[NH:8][N:7]=2)[CH:24]=[CH:23][CH:22]=1. Procedure details: To a solution of 300 mg of tert-butyl 5-(aminomethyl)-3-(3-fluorophenyl)-1H-1-indazolecarboxylate in 1 ml methylene chloride was added 2 ml of trifluoroacetic acid, and the mixture was stirred at room temperature for 6.5 hours. After removing the solvent by filtration, to the residue was added 20 ml of ethyl acetate. The mixture was sequentially washed with saturated aqueous sodium hydrogencarbonate solution (×2) and brine, dried over anhydrous magnesium sulfate and the solvent was evaporated, t...